From a dataset of the Open Reaction Database (ORD), a public repository of structured organic reaction records. describe an organic reaction: reactants, conditions, products, and yield The reactants are C1CO1, [Li]CCCC, C1CCOC1, C#CCOCCc1ccccc1, [Cl-], [NH4+]. Product: OCCC#CCOCCc1ccccc1. RXN SMILES: [CH2:18]1[CH2:19][O:20]1.[CH2:1]([Li:2])[CH2:3][CH2:4][CH3:5].[CH2:23]1[O:24][CH2:25][CH2:26][CH2:27]1.[CH2:6]([C:7]#[CH:8])[O:9][CH2:10][CH2:11][c:12]1[cH:13][cH:14][cH:15][cH:16][cH:17]1.[Cl-:21].[NH4+:22]>>[CH2:6]([C:7]#[C:8][CH2:18][CH2:19][OH:20])[O:9][CH2:10][CH2:11][c:12]1[cH:13][cH:14][cH:15][cH:16][cH:17]1. Starting materials: O(C1=CC=CC=C1)C=1C=C(CO)C=CC1 (m-phenoxybenzyl alcohol), O(C1=CC=CC=C1)C=1C=C(C(Br)Br)C=CC1 (m-phenoxybenzylidene dibromide), O(C1=CC=CC=C1)C=1C=C(C=O)C=CC1 (m-phenoxybenzaldehyde). Solvent: CO (methanol). Product: O(C1=CC=CC=C1)C=1C=C(CBr)C=CC1 (m-phenoxybenzyl bromide), O(C1=CC=CC=C1)C=1C=C(C(Br)Br)C=CC1 (m-phenoxybenzylidene dibromide), C(C)(=O)OCC1=CC(=CC=C1)OC1=CC=CC=C1 (m-phenoxybenzyl acetate), O(C1=CC=CC=C1)C=1C=C(C=O)C=CC1 (m-phenoxybenzaldehyde). Reaction SMILES: [O:1]([C:8]1[CH:9]=[C:10]([CH:13]=[CH:14][CH:15]=1)[CH2:11][OH:12])[C:2]1[CH:7]=[CH:6][CH:5]=[CH:4][CH:3]=1.[O:16]([C:23]1[CH:24]=[C:25]([CH:29]=[CH:30][CH:31]=1)[CH:26]([Br:28])[Br:27])[C:17]1[CH:22]=[CH:21][CH:20]=[CH:19][CH:18]=1.[O:32]([C:39]1[CH:40]=[C:41]([CH:44]=[CH:45][CH:46]=1)[CH:42]=[O:43])[C:33]1[CH:38]=[CH:37][CH:36]=[CH:35][CH:34]=1>CO>[O:16]([C:23]1[CH:24]=[C:25]([CH:29]=[CH:30][CH:31]=1)[CH2:26][Br:27])[C:17]1[CH:18]=[CH:19][CH:20]=[CH:21][CH:22]=1.[O:16]([C:23]1[CH:24]=[C:25]([CH:29]=[CH:30][CH:31]=1)[CH:26]([Br:27])[Br:28])[C:17]1[CH:18]=[CH:19][CH:20]=[CH:21][CH:22]=1.[C:33]([O:12][CH2:11][C:10]1[CH:13]=[CH:14][CH:15]=[C:8]([O:1][C:2]2[CH:3]=[CH:4][CH:5]=[CH:6][CH:7]=2)[CH:9]=1)(=[O:32])[CH3:34].[O:32]([C:39]1[CH:40]=[C:41]([CH:44]=[CH:45][CH:46]=1)[CH:42]=[O:43])[C:33]1[CH:34]=[CH:35][CH:36]=[CH:37][CH:38]=1. Reported procedure: The resulting m-phenoxybenzyl bromide can be easily esterified in a solvent such as acetic acid to produce m-phenoxybenzyl acetate. The product can be easily converted into m-phenoxybenzyl alcohol by a hydrolysis with a base in a solvent such as methanol. In accordance with the aforementioned treatment, m-phenoxybenzylidene dibromide is converted into m-phenoxybenzaldehyde. Thus, m-phenoxybenzyl acetate and m-phenoxybenzaldehyde are produced by the treatment of the mixture of m-phenoxybenzyl bro... Reactants: IC1=CC=C(OC2CCC(CC2)C(=O)N2CCN(CC2)C(C)C)C=C1 ([4-(4-iodo-phenoxy)-cyclohexyl]-(4-isopropyl-piperazin-1-yl)-methanone), C(CCC)[Sn](C=1SC=CN1)(CCCC)CCCC (2-tributylstannylthiazole). As a reaction SMILES: I[C:2]1[CH:25]=[CH:24][C:5]([O:6][CH:7]2[CH2:12][CH2:11][CH:10]([C:13]([N:15]3[CH2:20][CH2:19][N:18]([CH:21]([CH3:23])[CH3:22])[CH2:17][CH2:16]3)=[O:14])[CH2:9][CH2:8]2)=[CH:4][CH:3]=1.C([Sn](CCCC)(CCCC)[C:31]1[S:32][CH:33]=[CH:34][N:35]=1)CCC>[Pd](Cl)Cl.C1(P(C2C=CC=CC=2)C2C=CC=CC=2)C=CC=CC=1.C1(P(C2C=CC=CC=2)C2C=CC=CC=2)C=CC=CC=1.C1COCC1>[CH:21]([N:18]1[CH2:19][CH2:20][N:15]([C:13]([C@H:10]2[CH2:11][CH2:12][C@H:7]([O:6][C:5]3[CH:24]=[CH:25][C:2]([C:31]4[S:32][CH:33]=[CH:34][N:35]=4)=[CH:3][CH:4]=3)[CH2:8][CH2:9]2)=[O:14])[CH2:16][CH2:17]1)([CH3:23])[CH3:22] |f:2.3.4|. The reagents and catalysts are [Pd](Cl)Cl.C1(=CC=CC=C1)P(C1=CC=CC=C1)C1=CC=CC=C1.C1(=CC=CC=C1)P(C1=CC=CC=C1)C1=CC=CC=C1 (bis(triphenylphosphine) palladium(II) dichloride). The solvent is C1CCOC1 (THF). Isolated yield 53.2%. Reported procedure: To a mixture of 1.04 g (4.09 mmol) of cis-(4-isopropyl-piperazin-1-yl)-(4-hydroxy-cyclohexyl)-methanone, 1.50 g (6.82 mmol) of 4-iodephenol, 1.25 g (4.77 mmol) of triphenylphisphine in 5 ml THF, 1.1 g (4.78 mmol) of di-tert-butyl azodicarboxylate was added at 0° C., and stirred for 12 h at room temperature. After evaporation, the residue was purified by column chromatography on silica gel eluting with cyclohexane and ethyl acetate=from 100:0 to 2:1. The combined product fractions were evaporated... Yields the product C(C)(C)N1CCN(CC1)C(=O)[C@@H]1CC[C@H](CC1)OC1=CC=C(C=C1)C=1SC=CN1 (trans-1-(4-Isopropyl-piperazin-1-yl)-[4-(4-thiazol-2-yl-phenoxy)-cyclohexyl]-methanone). Starting materials: C(C)OP(=O)(CC(CC(=O)OCC)=O)OCC (4-(Diethoxyphosphinyl)-3-oxobutanoic acid, ethyl ester). The reagents and catalysts are O=[Pt]=O (PtO2). Run in CO (methanol). Reaction conditions: time 36 hour. Product: C(C)OP(=O)(CC(CC(=O)OCC)O)OCC (4-(Diethoxyphosphinyl)-3-hydroxybutanoic acid, ethyl ester). Yield: 101.1%. Reaction SMILES: [CH2:1]([O:3][P:4]([O:15][CH2:16][CH3:17])([CH2:6][C:7](=[O:14])[CH2:8][C:9]([O:11][CH2:12][CH3:13])=[O:10])=[O:5])[CH3:2]>CO.O=[Pt]=O>[CH2:16]([O:15][P:4]([O:3][CH2:1][CH3:2])([CH2:6][CH:7]([OH:14])[CH2:8][C:9]([O:11][CH2:12][CH3:13])=[O:10])=[O:5])[CH3:17]. Procedure details: The title compound of Example 7 (17 g, 63.8 mmol) was dissolved in 200 mL of methanol. To this solution was added PtO2 (1.7 g, 10% w/w). The mixture was degassed by evacuation of air, then refilling with hydrogen. This degassing procedure was repeated three times. The pressure in the Parr-shaker was set to 50 psi, and the mixture was shaken for 36 hours. The catalyst was filtered through a Celite pad and the filtrate was concentrated on a rotavap to give 17.3 g (~100%) of the title compound as a... Starting materials: CCOC(C)=O, CC(C)(C)OC(=O)N1CC=C(c2cnc(COc3ccc(S(C)(=O)=O)cc3)c(Cl)c2)CC1, O=[Pt]. Yields the product CC(C)(C)OC(=O)N1CCC(c2cnc(COc3ccc(S(C)(=O)=O)cc3)c(Cl)c2)CC1. Reaction SMILES: [CH3:33][CH2:34][O:35][C:36](=[O:37])[CH3:38].[Cl:1][c:2]1[c:3]([CH2:21][O:22][c:23]2[cH:24][cH:25][c:26]([S:29](=[O:30])(=[O:31])[CH3:32])[cH:27][cH:28]2)[n:4][cH:5][c:6]([C:8]2=[CH:13][CH2:12][N:11]([C:14](=[O:15])[O:16][C:17]([CH3:18])([CH3:19])[CH3:20])[CH2:10][CH2:9]2)[cH:7]1.[Pt:39]=[O:40]>>[Cl:1][c:2]1[c:3]([CH2:21][O:22][c:23]2[cH:24][cH:25][c:26]([S:29](=[O:30])(=[O:31])[CH3:32])[cH:27][cH:28]2)[n:4][cH:5][c:6]([CH:8]2[CH2:9][CH2:10][N:11]([C:14](=[O:15])[O:16][C:17]([CH3:18])([CH3:19])[CH3:20])[CH2:12][CH2:13]2)[cH:7]1. Reactants: CCCCCC=CCC=CCCCCCCCCOCC(OCCCCCCCCC=CCC=CCCCCC)C(O)CCCCCCCCC=CCC=CCCCCC, CN(C)CCCC(=O)O, CCN=C=NCCCN(C)C, CN(C)c1ccncc1, CCN(C(C)C)C(C)C, ClCCl, Cl, Cl. The product is CCCCCC=CCC=CCCCCCCCCOCC(OCCCCCCCCC=CCC=CCCCCC)C(CCCCCCCCC=CCC=CCCCCC)OC(=O)CCCN(C)C. Reaction SMILES: [CH2:1]([CH2:2][CH2:3][CH2:4][CH2:5][CH2:6][CH2:7][CH2:8][CH:9]=[CH:10][CH2:11][CH:12]=[CH:13][CH2:14][CH2:15][CH2:16][CH2:17][CH3:18])[O:19][CH2:20][CH:21]([CH:22]([CH2:23][CH2:24][CH2:25][CH2:26][CH2:27][CH2:28][CH2:29][CH2:30][CH:31]=[CH:32][CH2:33][CH:34]=[CH:35][CH2:36][CH2:37][CH2:38][CH2:39][CH3:40])[OH:41])[O:42][CH2:43][CH2:44][CH2:45][CH2:46][CH2:47][CH2:48][CH2:49][CH2:50][CH:51]=[CH:52][CH2:53][CH:54]=[CH:55][CH2:56][CH2:57][CH2:58][CH2:59][CH3:60].[CH3:62][N:63]([CH2:64][CH2:65][CH2:66][C:67](=[O:68])[OH:69])[CH3:70].[CH3:71][CH2:72][N:73]=[C:74]=[N:75][CH2:76][CH2:77][CH2:78][N:79]([CH3:80])[CH3:81].[CH3:95][N:96]([c:97]1[cH:98][cH:99][n:100][cH:101][cH:102]1)[CH3:103].[CH:83]([N:84]([CH2:85][CH3:86])[CH:87]([CH3:88])[CH3:89])([CH3:90])[CH3:91].[Cl:92][CH2:93][Cl:94].[ClH:61].[ClH:82]>>[CH2:1]([CH2:2][CH2:3][CH2:4][CH2:5][CH2:6][CH2:7][CH2:8][CH:9]=[CH:10][CH2:11][CH:12]=[CH:13][CH2:14][CH2:15][CH2:16][CH2:17][CH3:18])[O:19][CH2:20][CH:21]([CH:22]([CH2:23][CH2:24][CH2:25][CH2:26][CH2:27][CH2:28][CH2:29][CH2:30][CH:31]=[CH:32][CH2:33][CH:34]=[CH:35][CH2:36][CH2:37][CH2:38][CH2:39][CH3:40])[O:41][C:67]([CH2:66][CH2:65][CH2:64][N:63]([CH3:62])[CH3:70])=[O:68])[O:42][CH2:43][CH2:44][CH2:45][CH2:46][CH2:47][CH2:48][CH2:49][CH2:50][CH:51]=[CH:52][CH2:53][CH:54]=[CH:55][CH2:56][CH2:57][CH2:58][CH2:59][CH3:60]. Starting materials: [H-].[Na+] (sodium hydride), ClC1=CC=C(CN2C(NC3=C(C2=O)C(=C(S3)C)C)=O)C=C1 (3-(4-chlorobenzyl)-5,6-dimethylthieno[2,3-d]pyrimidin-2,4(1H,3H)-dione), BrCC(=O)OCC (ethyl bromoacetate). The solvent is CN(C=O)C (N,N-dimethylformamide). Conditions: time 17 hour. Yields the product ClC1=CC=C(CN2C(N(C3=C(C2=O)C(=C(S3)C)C)CC(=O)OCC)=O)C=C1 (3-(4-chlorobenzyl)-1-ethoxycarbonylmethyl-5,6-dimethylthieno[2,3-d]pyrimidin-2,4(1H,3H)-dione). The yield is 92.0%. Reaction SMILES: [Cl:1][C:2]1[CH:21]=[CH:20][C:5]([CH2:6][N:7]2[C:12](=[O:13])[C:11]3[C:14]([CH3:18])=[C:15]([CH3:17])[S:16][C:10]=3[NH:9][C:8]2=[O:19])=[CH:4][CH:3]=1.[H-].[Na+].Br[CH2:25][C:26]([O:28][CH2:29][CH3:30])=[O:27]>CN(C)C=O>[Cl:1][C:2]1[CH:3]=[CH:4][C:5]([CH2:6][N:7]2[C:12](=[O:13])[C:11]3[C:14]([CH3:18])=[C:15]([CH3:17])[S:16][C:10]=3[N:9]([CH2:25][C:26]([O:28][CH2:29][CH3:30])=[O:27])[C:8]2=[O:19])=[CH:20][CH:21]=1 |f:1.2|. Reported procedure: A 0.6 g quantity of 3-(4-chlorobenzyl)-5,6-dimethylthieno[2,3-d]pyrimidin-2,4(1H,3H)-dione (Compound III-1) was dissolved in 20 ml of anhydrous N,N-dimethylformamide. To the solution were added at room temperature 0.1 g of 50% sodium hydride and then 0.4 g of ethyl bromoacetate. The mixture was stirred at room temperature for 17 hours, concentrated and acidified by adding diluted hydrochloric acid with ice-cooling. The crystals precipitated were collected by filtration and recrystallized from et... The product is COc1ccc2cc(C(O)(c3c[nH]cn3)C(C)C)ccc2c1C. Reactants: COc1ccc2cc(Br)ccc2c1C, [Li]CCCC, C1CCOC1, CCCCCC, CCOC(C)=O, [Cl-], [NH4+], CC(C)C(=O)c1c[nH]cn1. As a reaction SMILES: [Br:1][c:2]1[cH:3][c:4]2[cH:5][cH:6][c:7]([O:13][CH3:14])[c:8]([CH3:12])[c:9]2[cH:10][cH:11]1.[CH2:15]([Li:16])[CH2:17][CH2:18][CH3:19].[CH2:32]1[O:33][CH2:34][CH2:35][CH2:36]1.[CH3:37][CH2:38][CH2:39][CH2:40][CH2:41][CH3:42].[CH3:43][CH2:44][O:45][C:46](=[O:47])[CH3:48].[Cl-:30].[NH4+:31].[nH:20]1[cH:21][n:22][c:23]([C:25]([CH:26]([CH3:27])[CH3:28])=[O:29])[cH:24]1>>[c:2]1([C:25]([c:23]2[n:22][cH:21][nH:20][cH:24]2)([CH:26]([CH3:27])[CH3:28])[OH:29])[cH:3][c:4]2[cH:5][cH:6][c:7]([O:13][CH3:14])[c:8]([CH3:12])[c:9]2[cH:10][cH:11]1. The reactants are O=C([O-])O, Cc1onc(-c2ccccc2)c1C(=O)O, CCOC(C)=O, [Cl-], [Na+], O, NCc1ccccn1. Yields the product Cc1onc(-c2ccccc2)c1C(=O)NCc1ccccn1. Reaction SMILES: [C:9](=[O:10])([O-:11])[OH:12].[CH3:15][c:16]1[c:17]([C:27](=[O:28])[OH:29])[c:18](-[c:21]2[cH:22][cH:23][cH:24][cH:25][cH:26]2)[n:19][o:20]1.[CH3:31][CH2:32][O:33][C:34](=[O:35])[CH3:36].[Cl-:14].[Na+:13].[OH2:30].[c:1]1([CH2:7][NH2:8])[cH:2][cH:3][cH:4][cH:5][n:6]1>>[c:1]1([CH2:7][NH:8][C:27]([c:17]2[c:16]([CH3:15])[o:20][n:19][c:18]2-[c:21]2[cH:22][cH:23][cH:24][cH:25][cH:26]2)=[O:28])[cH:2][cH:3][cH:4][cH:5][n:6]1. The reactants are C(C)(C)(C)OC(NC1=C(C=C(C(=C1)C)Cl)N)=O ((2-amino-4-chloro-5-methyl-phenyl)-carbamic acid tert-butyl ester), C(C)(C)(C)OC(CC(C1=CC(=CC=C1)C1=CC(=NC=C1)COC1OCCCC1)=O)=O ((RS)-3-oxo-3-{3-[2-(tetrahydro-pyran-2-yloxymethyl)-pyridin-4-yl]-phenyl}-propionic acid tert-butyl ester). Yields the product C(C)(C)(C)OC(NC1=C(C=C(C(=C1)C)Cl)NC(CC(C1=CC(=CC=C1)C1=CC(=NC=C1)COC1OCCCC1)=O)=O)=O ((RS)-[4-Chloro-5-methyl-2-(3-oxo-3-{3-[2-(tetrahydro-pyran-2-yloxymethyl)-pyridin-4-yl]-phenyl}-propionylamino)-phenyl]-carbamic acid tert-butyl ester), solid. Isolated yield 86.0%. RXN SMILES: [C:1]([O:5][C:6](=[O:17])[NH:7][C:8]1[CH:13]=[C:12]([CH3:14])[C:11]([Cl:15])=[CH:10][C:9]=1[NH2:16])([CH3:4])([CH3:3])[CH3:2].C([O:22][C:23](=O)[CH2:24][C:25](=[O:46])[C:26]1[CH:31]=[CH:30][CH:29]=[C:28]([C:32]2[CH:37]=[CH:36][N:35]=[C:34]([CH2:38][O:39][CH:40]3[CH2:45][CH2:44][CH2:43][CH2:42][O:41]3)[CH:33]=2)[CH:27]=1)(C)(C)C>>[C:1]([O:5][C:6](=[O:17])[NH:7][C:8]1[CH:13]=[C:12]([CH3:14])[C:11]([Cl:15])=[CH:10][C:9]=1[NH:16][C:23](=[O:22])[CH2:24][C:25](=[O:46])[C:26]1[CH:31]=[CH:30][CH:29]=[C:28]([C:32]2[CH:37]=[CH:36][N:35]=[C:34]([CH2:38][O:39][CH:40]3[CH2:45][CH2:44][CH2:43][CH2:42][O:41]3)[CH:33]=2)[CH:27]=1)([CH3:4])([CH3:2])[CH3:3]. Procedure: The title compound was prepared from (2-amino-4-chloro-5-methyl-phenyl)-carbamic acid tert-butyl ester (Example J22) (257 mg, 1.0 mmol) and (RS)-3-oxo-3-{3-[2-(tetrahydro-pyran-2-yloxymethyl)-pyridin-4-yl]-phenyl}-propionic acid tert-butyl ester (Example K40) (412 mg, 1.0 mmol) according to the general procedure M. Obtained as a light brown solid (510 mg, 86%).